This data is from the Open Reaction Database (ORD), a public repository of structured organic reaction records. The task is: describe an organic reaction: reactants, conditions, products, and yield Starting materials: CC(=O)[CH-]C(C)=O, Cc1ccccc1, CC(C)=CC(OC(=O)C=[N+]=[N-])C(Br)(Br)Br. Yields the product CC1(C)C2C(=O)OC(C(Br)(Br)Br)C21. RXN SMILES: [CH-:1]([C:2](=[O:3])[CH3:4])[C:5](=[O:6])[CH3:7].[CH3:23][c:24]1[cH:25][cH:26][cH:27][cH:28][cH:29]1.[N+:8](=[N-:9])=[CH:10][C:11](=[O:12])[O:13][CH:14]([CH:15]=[C:16]([CH3:17])[CH3:18])[C:19]([Br:20])([Br:21])[Br:22]>>[CH:10]12[C:11](=[O:12])[O:13][CH:14]([C:19]([Br:20])([Br:21])[Br:22])[CH:15]1[C:16]2([CH3:17])[CH3:18]. The reactants are CC#N, CO, [Na+], [OH-], COP(=O)(OCCc1ccccc1)OCCc1ccccc1, C[Si](C)(C)Br. Product: [Na+], O=P([O-])(OCCc1ccccc1)OCCc1ccccc1. Reaction SMILES: [CH3:30][C:31]#[N:32].[CH3:33][OH:34].[Na+:29].[OH-:28].[P:1](=[O:2])([O:3][CH2:4][CH2:5][c:6]1[cH:7][cH:8][cH:9][cH:10][cH:11]1)([O:12][CH2:13][CH2:14][c:15]1[cH:16][cH:17][cH:18][cH:19][cH:20]1)[O:21][CH3:22].[Si:23]([Br:24])([CH3:25])([CH3:26])[CH3:27]>>[Na+:29].[P:1](=[O:2])([O:3][CH2:4][CH2:5][c:6]1[cH:7][cH:8][cH:9][cH:10][cH:11]1)([O:12][CH2:13][CH2:14][c:15]1[cH:16][cH:17][cH:18][cH:19][cH:20]1)[O-:21].